From a dataset of the Open Reaction Database (ORD), a public repository of structured organic reaction records. describe an organic reaction: reactants, conditions, products, and yield Reactants: C1(CCCCC1)CC1CCCCN=C1OC (6-(cyclohexylmethyl)-3,4,5,6-tetrahydro-7-methoxy-2H-azepine), [Cl-].[NH4+] (ammonium chloride), title material. Run in CO (MeOH). Product: Cl.C1(CCCCC1)CC1C(NCCCC1)=N (3-(cyclohexylmethyl)hexahydro-2H-azepin-2-imine, monohydrochloride). Reaction SMILES: [CH:1]1([CH2:7][CH:8]2[C:14](OC)=[N:13][CH2:12][CH2:11][CH2:10][CH2:9]2)[CH2:6][CH2:5][CH2:4][CH2:3][CH2:2]1.[Cl-:17].[NH4+:18]>CO>[ClH:17].[CH:1]1([CH2:7][CH:8]2[CH2:9][CH2:10][CH2:11][CH2:12][NH:13][C:14]2=[NH:18])[CH2:6][CH2:5][CH2:4][CH2:3][CH2:2]1 |f:1.2,4.5|. Procedure details: The title product of Example 11 in MeOH is reacted with ammonium chloride by the method of Example 5 to generate the title material.